describe an organic reaction: reactants, conditions, products, and yield From a dataset of the Open Reaction Database (ORD), a public repository of structured organic reaction records. Reactants: O=C(Cl)OC(Cl)(Cl)Cl, Nc1cccc(S(N)(=O)=O)c1, C1COCCO1. The product is NS(=O)(=O)c1cccc(N=C=O)c1. RXN SMILES: [Cl:12][C:13](=[O:14])[O:15][C:16]([Cl:17])([Cl:18])[Cl:19].[NH2:1][c:2]1[cH:3][c:4]([S:8](=[O:9])(=[O:10])[NH2:11])[cH:5][cH:6][cH:7]1.[O:20]1[CH2:21][CH2:22][O:23][CH2:24][CH2:25]1>>[N:1]([c:2]1[cH:3][c:4]([S:8](=[O:9])(=[O:10])[NH2:11])[cH:5][cH:6][cH:7]1)=[C:13]=[O:14]. Reactants: ClC1=C(CO)C(=CC=C1)C (2-chloro-6-methylbenzyl alcohol), S(=O)(Cl)Cl (thionyl chloride). Run in C1=CC=CC=C1 (benzene). Product: ClCC1=C(C=CC=C1C)Cl (alpha,2-dichloro-6-methyltoluene). Reaction SMILES: [Cl:1][C:2]1[CH:9]=[CH:8][CH:7]=[C:6]([CH3:10])[C:3]=1[CH2:4]O.S(Cl)([Cl:13])=O>C1C=CC=CC=1>[Cl:13][CH2:4][C:3]1[C:6]([CH3:10])=[CH:7][CH:8]=[CH:9][C:2]=1[Cl:1]. Procedure details: The 2-chloro-6-methylbenzyl alcohol is dissolved in 100 ml of benzene, treated with 25 ml of thionyl chloride and the mixture is heated at reflux for 3 hours. Concentration of this mixture to dryness leaves a liquid which partly solidifies. The product containing liquid is decanted from the solid by-product and distilled to yield 7.8 g of alpha,2-dichloro-6-methyltoluene as a colorless liquid with bp. 118°-122° C./17-18 mm of Hg. Product: ClC=1C=C(C(=NC1)I)[N+](=O)[O-] (5-Chloro-2-iodo-3-nitro-pyridine). The reactants are [Na+].[I-] (NaI), BrC1=NC=C(C=C1[N+](=O)[O-])Cl (2-bromo-5-chloro-3-nitro-pyridine), O (water). Run at temperature 97.5 celsius. Reported procedure: To a stirred mixture of 2-bromo-5-chloro-3-nitro-pyridine (2.5 g, 10.5 mmol) in anhydrous DMF (20 mL) was added NaI (12.0 g, 80 mmol) was added in one portion and the resulting mixture was heated at 95-100° C. for 2 days. The reaction mixture was cooled to room temperature and poured into water. It was then extracted with EtOAc and the combined extracts were washed with aqueous 10% Na2S2O3. The combined extracts were dried (Na2SO4), filtered and concentrated under reduced pressure. The residue w... Solvent: CN(C)C=O (DMF). RXN SMILES: Br[C:2]1[C:7]([N+:8]([O-:10])=[O:9])=[CH:6][C:5]([Cl:11])=[CH:4][N:3]=1.[Na+].[I-:13].O>CN(C=O)C>[Cl:11][C:5]1[CH:6]=[C:7]([N+:8]([O-:10])=[O:9])[C:2]([I:13])=[N:3][CH:4]=1 |f:1.2|. The reactants are BrC=1C=C(C=CC1)S (m-bromobenzenethiol), BrC=1C=C(C=CC1)S (m-bromobenzenethiol), [N+](=O)([O-])C1=CC=C(C=C1)Br (p-nitrobromobenzene), [H-].[Na+] (sodium hydride), oil, [H][H] (hydrogen), [H-].[Na+] (sodium hydride), oil. Run in C(C)(C)(C)O (t-butanol), C1CCOC1 (THF). Reaction conditions: time 10 minute. Product: [N+](=O)([O-])C1=CC=C(C=C1)SC=1C=C(C=CC1)Br (3 -(p-nitrobenzenethioxy)bromobenzene). Isolated yield 118.2%. Reaction SMILES: [H-].[Na+].[H][H].[Br:5][C:6]1[CH:7]=[C:8]([SH:12])[CH:9]=[CH:10][CH:11]=1.[N+:13]([C:16]1[CH:21]=[CH:20][C:19](Br)=[CH:18][CH:17]=1)([O-:15])=[O:14]>C(O)(C)(C)C.C1COCC1>[N+:13]([C:16]1[CH:21]=[CH:20][C:19]([S:12][C:8]2[CH:7]=[C:6]([Br:5])[CH:11]=[CH:10][CH:9]=2)=[CH:18][CH:17]=1)([O-:15])=[O:14] |f:0.1|. Procedure: A 500 mL round bottomed flask equipped with a magnetic stirbar was charged with sodium hydride (3.78 g of a 60% oil dispersion, 95 mmol), and freshly dried THF (200 mL) under a stream of nitrogen. To the stirred suspension was added t-butanol (8 mL). When hydrogen gas evolution ceased, m-bromobenzenethiol (12.0 g, 63 mmol) was via syringe over 5 rain and the resulting solution was stirred for 10 min. To this solution was added in a single portion p-nitrobromobenzene (10.7 g, 52.9 mmol). The solu... The reactants are FC1=CC=C(C=C1)C1NCCC1 ((RS)-2-(4-fluoro-phenyl)-pyrrolidine), COC1=CC=C(C=C1)S(=O)(=O)Cl (4-methoxy-benzenesulfonyl chloride). Yields the product FC1=CC=C(C=C1)C1N(CCC1)S(=O)(=O)C1=CC=C(C=C1)OC ((RS)-2-(4-Fluoro-phenyl)-1-(4-methoxy-benzenesulfonyl)-pyrrolidine). Reaction SMILES: [F:1][C:2]1[CH:7]=[CH:6][C:5]([CH:8]2[CH2:12][CH2:11][CH2:10][NH:9]2)=[CH:4][CH:3]=1.[CH3:13][O:14][C:15]1[CH:20]=[CH:19][C:18]([S:21](Cl)(=[O:23])=[O:22])=[CH:17][CH:16]=1>>[F:1][C:2]1[CH:3]=[CH:4][C:5]([CH:8]2[CH2:12][CH2:11][CH2:10][N:9]2[S:21]([C:18]2[CH:17]=[CH:16][C:15]([O:14][CH3:13])=[CH:20][CH:19]=2)(=[O:23])=[O:22])=[CH:6][CH:7]=1. Reported procedure: The title compound, white solid, m.p. 134° C. and MS: m/e=335 (M+) was prepared in accordance with the general method of example I e from (RS)-2-(4-fluoro-phenyl)-pyrrolidine and 4-methoxy-benzenesulfonyl chloride.